This data is from the Open Reaction Database (ORD), a public repository of structured organic reaction records. The task is: describe an organic reaction: reactants, conditions, products, and yield Reactants: CC(C)(C)[Si](C)(C)OC1CCN(C(=O)Oc2ccc(NC(=O)c3ccccc3)cn2)CC1, CC#N, F. Yields the product O=C(Nc1ccc(OC(=O)N2CCC(O)CC2)nc1)c1ccccc1. Reaction SMILES: [C:2]([c:3]1[cH:4][cH:5][cH:6][cH:7][cH:8]1)(=[O:9])[NH:10][c:11]1[cH:12][cH:13][c:14]([O:17][C:18](=[O:19])[N:20]2[CH2:21][CH2:22][CH:23]([O:26][Si:27]([C:28]([CH3:29])([CH3:30])[CH3:31])([CH3:32])[CH3:33])[CH2:24][CH2:25]2)[n:15][cH:16]1.[CH3:34][C:35]#[N:36].[FH:1]>>[C:2]([c:3]1[cH:4][cH:5][cH:6][cH:7][cH:8]1)(=[O:9])[NH:10][c:11]1[cH:12][cH:13][c:14]([O:17][C:18](=[O:19])[N:20]2[CH2:21][CH2:22][CH:23]([OH:26])[CH2:24][CH2:25]2)[n:15][cH:16]1. Run in CC#N (CH3CN), CCN(CC)CC (Et3N), CC#N (CH3CN), CCN(CC)CC (Et3N). Product: C(#C)C=1C=NC2=CC=C(C=C2C1)OC(C(=O)NC1(CCC1)CO)SC (2-(3-ethynyl-quinolin-6-yloxy)-N-(1-hydroxymethyl-cyclobutyl)-2-methylsulfanyl-acetamide). Reported procedure: To a mixture containing (1-amino-cyclobutyl)-methanol (preparation described in JP 08134044) (860 mg), aza-HOBT (600 mg), TBTU (1.41 g) and Et3N (1 ml) in CH3CN (30 ml), (3-ethynyl-quinolin-6-yloxy)-methyl sulfanyl-acetic acid dissolved in Et3N (1 ml) and CH3CN (30 ml) was added over 1 hr, at room temperature, under nitrogen atmosphere. The resulting brown suspension was stirred overnight at room temperature then poured into aq NH4Cl solution and extracted with ethyl acetate. The combined organi... RXN SMILES: [NH2:1][C:2]1([CH2:6][OH:7])[CH2:5][CH2:4][CH2:3]1.[CH3:8]N(C(ON1N=NC2C=CC=CC1=2)=[N+](C)C)C.[B-](F)(F)(F)F.[NH4+].[Cl-].[C:32]([C:34]1[CH:35]=[N:36][C:37]2[C:42]([CH:43]=1)=[CH:41][C:40]([O:44][C:45](C)([SH:49])[C:46](O)=[O:47])=[CH:39][CH:38]=2)#[CH:33]>CC#N.CCN(CC)CC>[C:32]([C:34]1[CH:35]=[N:36][C:37]2[C:42]([CH:43]=1)=[CH:41][C:40]([O:44][CH:45]([S:49][CH3:8])[C:46]([NH:1][C:2]1([CH2:6][OH:7])[CH2:5][CH2:4][CH2:3]1)=[O:47])=[CH:39][CH:38]=2)#[CH:33] |f:1.2,3.4|. Reaction conditions: time 8 hour. The reactants are NC1(CCC1)CO ((1-amino-cyclobutyl)-methanol), aza-HOBT, CN(C)C(=[N+](C)C)ON1C2=C(C=CC=C2)N=N1.[B-](F)(F)(F)F (TBTU), C(#C)C=1C=NC2=CC=C(C=C2C1)OC(C(=O)O)(S)C ((3-ethynyl-quinolin-6-yloxy)-methyl sulfanyl-acetic acid), [NH4+].[Cl-] (NH4Cl). The reactants are CC(C)OC(C)C, [Na+], [Na+], O=C([O-])[O-], CC(C)=CCCC(C)=CCCC(C)=CCO, BrP(Br)Br. Yields the product CC(C)=CCCC(C)=CCCC(C)=CCBr. RXN SMILES: [CH:27]([O:28][CH:29]([CH3:30])[CH3:31])([CH3:32])[CH3:33].[Na+:21].[Na+:22].[O-:23][C:24](=[O:25])[O-:26].[OH:1][CH2:2][CH:3]=[C:4]([CH3:5])[CH2:6][CH2:7][CH:8]=[C:9]([CH3:10])[CH2:11][CH2:12][CH:13]=[C:14]([CH3:15])[CH3:16].[P:17]([Br:18])([Br:19])[Br:20]>>[CH2:2]([CH:3]=[C:4]([CH3:5])[CH2:6][CH2:7][CH:8]=[C:9]([CH3:10])[CH2:11][CH2:12][CH:13]=[C:14]([CH3:15])[CH3:16])[Br:18]. Starting materials: CCNC(=O)c1noc(-c2cc(Cl)c(OCc3ccccc3)cc2OCc2ccccc2)c1[N+](=O)[O-], C1CCOC1, [Cl-], [NH4+], O, [Zn]. Yields the product CCNC(=O)c1noc(-c2cc(Cl)c(OCc3ccccc3)cc2OCc2ccccc2)c1N. RXN SMILES: [CH2:1]([CH3:2])[NH:3][C:4](=[O:5])[c:6]1[n:7][o:8][c:9](-[c:14]2[c:15]([O:29][CH2:30][c:31]3[cH:32][cH:33][cH:34][cH:35][cH:36]3)[cH:16][c:17]([O:21][CH2:22][c:23]3[cH:24][cH:25][cH:26][cH:27][cH:28]3)[c:18]([Cl:20])[cH:19]2)[c:10]1[N+:11]([O-:12])=[O:13].[CH2:39]1[O:40][CH2:41][CH2:42][CH2:43]1.[Cl-:37].[NH4+:38].[OH2:44].[Zn:45]>>[CH2:1]([CH3:2])[NH:3][C:4](=[O:5])[c:6]1[n:7][o:8][c:9](-[c:14]2[c:15]([O:29][CH2:30][c:31]3[cH:32][cH:33][cH:34][cH:35][cH:36]3)[cH:16][c:17]([O:21][CH2:22][c:23]3[cH:24][cH:25][cH:26][cH:27][cH:28]3)[c:18]([Cl:20])[cH:19]2)[c:10]1[NH2:11]. Starting materials: C(C=C)[C@@]1(C(N([C@@H]([C@H](C1)C1=CC(=CC=C1)Cl)C1=CC=C(C=C1)Cl)C(C(=O)NC(CO)(C)C)CC)=O)C (2-((3S,5R,6S)-3-allyl-5-(3-chlorophenyl)-6-(4-chlorophenyl)-3-methyl-2-oxopiperidin-1-yl)-N-(1-hydroxy-2-methylpropan-2-yl)butanamide), C(C)N(CC)S(F)(F)F (diethylaminosulfur trifluoride), C(=O)(O)[O-].[Na+] (NaHCO3), C(=O)([O-])[O-].[K+].[K+] (K2CO3). The solvent is C(Cl)Cl (DCM). Run at temperature -78 celsius, time 20 minute. Yields the product C(C=C)[C@@]1(C(N([C@@H]([C@H](C1)C1=CC(=CC=C1)Cl)C1=CC=C(C=C1)Cl)[C@@H](CC)C=1OCC(N1)(C)C)=O)C ((3S,5R,6S)-3-allyl-5-(3-chlorophenyl)-6-(4-chlorophenyl)-1-((S)-1-(4,4-dimethyl-4,5-dihydrooxazol-2-yl)propyl)-3-methylpiperidin-2-one). RXN SMILES: [CH2:1]([C@@:4]1([CH3:36])[CH2:9][C@H:8]([C:10]2[CH:15]=[CH:14][CH:13]=[C:12]([Cl:16])[CH:11]=2)[C@@H:7]([C:17]2[CH:22]=[CH:21][C:20]([Cl:23])=[CH:19][CH:18]=2)[N:6]([CH:24]([CH2:33][CH3:34])[C:25]([NH:27][C:28]([CH3:32])([CH3:31])[CH2:29]O)=[O:26])[C:5]1=[O:35])[CH:2]=[CH2:3].C(N(S(F)(F)F)CC)C.C([O-])([O-])=O.[K+].[K+].C([O-])(O)=O.[Na+]>C(Cl)Cl>[CH2:1]([C@@:4]1([CH3:36])[CH2:9][C@H:8]([C:10]2[CH:15]=[CH:14][CH:13]=[C:12]([Cl:16])[CH:11]=2)[C@@H:7]([C:17]2[CH:22]=[CH:21][C:20]([Cl:23])=[CH:19][CH:18]=2)[N:6]([C@H:24]([C:25]2[O:26][CH2:32][C:28]([CH3:31])([CH3:29])[N:27]=2)[CH2:33][CH3:34])[C:5]1=[O:35])[CH:2]=[CH2:3] |f:2.3.4,5.6|. Reported procedure: To a cold (-78° C.) solution of 2-((3S,5R,6S)-3-allyl-5-(3-chlorophenyl)-6-(4-chlorophenyl)-3-methyl-2-oxopiperidin-1-yl)-N-(1-hydroxy-2-methylpropan-2-yl)butanamide (89 mg, 0.167 mmol; Example 179, Step A: epimeric mixture) in DCM (1674 μL) was added 3 eq. of diethylaminosulfur trifluoride (26.5 μL, 0.201 mmol) dropwise. The reaction mixture was stirred at −78° C. for 20 min. Anhydrous K2CO3 (1.5 equiv) was then added in one portion and the mixture was allowed to warm to ambient temperature. Th... Starting materials: Cc1ncc[nH]1, CN(C)C=O, CC#N, Cc1c(CN2CCN(c3nccnc3-c3ccc(CCl)cc3)CC2)cnn1C, Cl, Cl, Cl, [H-], [I-], [Na+], [Na+], O. Yields the product Cc1nccn1Cc1ccc(-c2nccnc2N2CCN(Cc3cnn(C)c3C)CC2)cc1, Cl. As a reaction SMILES: [CH3:1][c:2]1[nH:3][cH:4][cH:5][n:6]1.[CH3:42][N:43]([CH3:44])[CH:45]=[O:46].[CH3:47][C:48]#[N:49].[Cl:11][CH2:12][c:13]1[cH:14][cH:15][c:16](-[c:19]2[c:20]([N:25]3[CH2:26][CH2:27][N:28]([CH2:31][c:32]4[cH:33][n:34][n:35]([CH3:38])[c:36]4[CH3:37])[CH2:29][CH2:30]3)[n:21][cH:22][cH:23][n:24]2)[cH:17][cH:18]1.[ClH:10].[ClH:41].[ClH:9].[H-:7].[I-:40].[Na+:39].[Na+:8].[OH2:50]>>[CH3:1][c:2]1[n:3]([CH2:12][c:13]2[cH:14][cH:15][c:16](-[c:19]3[c:20]([N:25]4[CH2:26][CH2:27][N:28]([CH2:31][c:32]5[cH:33][n:34][n:35]([CH3:38])[c:36]5[CH3:37])[CH2:29][CH2:30]4)[n:21][cH:22][cH:23][n:24]3)[cH:17][cH:18]2)[cH:4][cH:5][n:6]1.[ClH:11]. Starting materials: CO.N (ammonia methanol), C(C)(=O)NCC1=C(C=CC(=C1)F)S(=O)(=O)Cl (2-[(acetylamino)methyl]-4-fluorobenzenesulfonyl chloride). Solvent: CO (methanol), O1CCCC1 (tetrahydrofuran). Run at time 1 hour. The product is FC=1C=CC(=C(CNC(C)=O)C1)S(N)(=O)=O (N-(5-fluoro-2-sulfamoylbenzyl)acetamide). Reaction SMILES: CO.[NH3:3].[C:4]([NH:7][CH2:8][C:9]1[CH:14]=[C:13]([F:15])[CH:12]=[CH:11][C:10]=1[S:16](Cl)(=[O:18])=[O:17])(=[O:6])[CH3:5]>CO.O1CCCC1>[F:15][C:13]1[CH:12]=[CH:11][C:10]([S:16](=[O:18])(=[O:17])[NH2:3])=[C:9]([CH:14]=1)[CH2:8][NH:7][C:4](=[O:6])[CH3:5] |f:0.1|. Reported procedure: (Step 2) To a solution of 8N ammonia methanol solution (2 ml) in methanol (15 ml) was added dropwise a suspension of 2-[(acetylamino)methyl]-4-fluorobenzenesulfonyl chloride obtained in Step 1 (1.34 g) in tetrahydrofuran (5 ml) under ice-cooling, and the mixture was allowed to warm to room temperature, and stirred for 1 hr. The reaction mixture was quenched with water, and extracted with ethyl acetate. The extract was washed with saturated brine, and dried over magnesium sulfate. The solvent was... Reactants: Brc1cnc(I)nc1, N#C[Cu], c1ccncc1. Product: N#Cc1ncc(Br)cn1. Reaction SMILES: [Br:1][c:2]1[cH:3][n:4][c:5]([I:8])[n:6][cH:7]1.[Cu:9][C:10]#[N:11].[cH:12]1[cH:13][cH:14][n:15][cH:16][cH:17]1>>[Br:1][c:2]1[cH:3][n:4][c:5]([C:10]#[N:11])[n:6][cH:7]1.